From a dataset of the Open Reaction Database (ORD), a public repository of structured organic reaction records. describe an organic reaction: reactants, conditions, products, and yield Starting materials: C1CCOC1, CCCCCC(CO)c1ccc2c(c1)N(C)CCC2(C)C, CCOC(C)=O, CCOC(=O)N=NC(=O)OCC, COC(=O)c1ccc(O)cc1, c1ccc(P(c2ccccc2)c2ccccc2)cc1. Yields the product CCCCCC(COc1ccc(C(=O)OC)cc1)c1ccc2c(c1)N(C)CCC2(C)C. RXN SMILES: [CH2:64]1[O:65][CH2:66][CH2:67][CH2:68]1.[CH3:1][N:2]1[CH2:3][CH2:4][C:5]([CH3:20])([CH3:21])[c:6]2[cH:7][cH:8][c:9]([CH:12]([CH2:13][OH:14])[CH2:15][CH2:16][CH2:17][CH2:18][CH3:19])[cH:10][c:11]21.[CH3:69][CH2:70][O:71][C:72](=[O:73])[CH3:74].[O:52]=[C:53]([O:54][CH2:55][CH3:56])[N:57]=[N:58][C:59]([O:60][CH2:61][CH3:62])=[O:63].[OH:22][c:23]1[cH:24][cH:25][c:26]([C:27](=[O:28])[O:29][CH3:30])[cH:31][cH:32]1.[c:33]1([P:34]([c:35]2[cH:36][cH:37][cH:38][cH:39][cH:40]2)[c:41]2[cH:42][cH:43][cH:44][cH:45][cH:46]2)[cH:47][cH:48][cH:49][cH:50][cH:51]1>>[CH3:1][N:2]1[CH2:3][CH2:4][C:5]([CH3:20])([CH3:21])[c:6]2[cH:7][cH:8][c:9]([CH:12]([CH2:13][O:14][c:23]3[cH:24][cH:25][c:26]([C:27](=[O:28])[O:29][CH3:30])[cH:31][cH:32]3)[CH2:15][CH2:16][CH2:17][CH2:18][CH3:19])[cH:10][c:11]21.